This data is from the Open Reaction Database (ORD), a public repository of structured organic reaction records. The task is: describe an organic reaction: reactants, conditions, products, and yield The reactants are FC=1C=C(COC2=NC(=C(C(=N2)NC)C2=CC=C(C=C2)Cl)C2=C(C=C(C=C2)Cl)Cl)C=CC1F (2-(3,4-difluorobenzyloxy)-4-(N-methylamino)-5-(4-chlorophenyl)-6-(2,4-dichlorophenyl)pyrimidine), CS(=O)(=O)C1=NC(=C(C(=N1)S(=O)(=O)C)C1=CC=C(C=C1)Cl)C1=C(C=C(C=C1)Cl)Cl (2,4-bis(methylsulfonyl)-5-[4-chlorophenyl]-6-[2,4-dichlorophenyl]-pyrimidine), C(C)O (ethanol), CN (methylamine). Procedure details: To a round bottom flask fitted with a magnetic stirrer bar and rubber septum was added 2,4-bis(methylsulfonyl)-5-[4-chlorophenyl]-6-[2,4-dichlorophenyl]-pyrimidine (Reference Example 5, Step A, 50 mg, 0.1 mmol), and 1 mL each of ethanol and acetonitrile. The mixture was cooled to 0° and methylamine (2 eq., 400 μL, 1M in THF) was added via syringe. The mixture was stirred for 1 h, the solvents removed under reduced pressure and the product chromatographed (77/23 hexanes/ethyl acetate) to give two... Reaction SMILES: [CH3:1][S:2]([C:5]1[N:10]=[C:9](S(C)(=O)=O)[C:8]([C:15]2[CH:20]=[CH:19][C:18]([Cl:21])=[CH:17][CH:16]=2)=[C:7]([C:22]2[CH:27]=[CH:26][C:25]([Cl:28])=[CH:24][C:23]=2[Cl:29])[N:6]=1)(=[O:4])=[O:3].C(O)C.CN.FC1C=C(C=CC=1F)CO[C:41]1N=C(NC)C(C2C=CC(Cl)=CC=2)=C(C2C=CC(Cl)=CC=2Cl)[N:42]=1>C(#N)C>[CH3:1][S:2]([C:5]1[N:10]=[C:9]([CH2:41][NH2:42])[C:8]([C:15]2[CH:20]=[CH:19][C:18]([Cl:21])=[CH:17][CH:16]=2)=[C:7]([C:22]2[CH:27]=[CH:26][C:25]([Cl:28])=[CH:24][C:23]=2[Cl:29])[N:6]=1)(=[O:3])=[O:4]. The solvent is C(C)#N (acetonitrile). Conditions: time 1 hour. Product: CS(=O)(=O)C1=NC(=C(C(=N1)CN)C1=CC=C(C=C1)Cl)C1=C(C=C(C=C1)Cl)Cl (2-(Methylsulfonyl)-4-(aminomethyl)-5-(4-chlorophenyl)-6-(2,4-dichlorophenyl)pyrimidine).